The task is: describe an organic reaction: reactants, conditions, products, and yield. This data is from the Open Reaction Database (ORD), a public repository of structured organic reaction records. The product is O=C1N(c2cc(Cl)c(O)c(Cl)c2)C(=O)C2(Cc3ccc(Br)cc3)CCCN12. Reaction SMILES: [Br:1][c:2]1[cH:3][cH:4][c:5]([CH2:6][C:7]23[C:8](=[O:26])[N:9]([c:16]4[cH:17][c:18]([Cl:25])[c:19]([O:23][CH3:24])[c:20]([Cl:22])[cH:21]4)[C:10](=[O:15])[N:11]2[CH2:12][CH2:13][CH2:14]3)[cH:27][cH:28]1.[BrH:29]>>[Br:1][c:2]1[cH:3][cH:4][c:5]([CH2:6][C:7]23[C:8](=[O:26])[N:9]([c:16]4[cH:17][c:18]([Cl:25])[c:19]([OH:23])[c:20]([Cl:22])[cH:21]4)[C:10](=[O:15])[N:11]2[CH2:12][CH2:13][CH2:14]3)[cH:27][cH:28]1. Reactants: COc1c(Cl)cc(N2C(=O)N3CCCC3(Cc3ccc(Br)cc3)C2=O)cc1Cl, Br.